This data is from the Open Reaction Database (ORD), a public repository of structured organic reaction records. The task is: describe an organic reaction: reactants, conditions, products, and yield Starting materials: ClCCl (dichloromethane), C1(O)=CC(O)=CC=C1 (resorcinol), ClCCC(=O)O (3-chloropropanoic acid), FC(S(=O)(=O)O)(F)F (trifluoromethanesulfonic acid). Run in O (water). Conditions: temperature 80 celsius. Product: ClCCC(=O)C1=C(C=C(C=C1)O)O (3-chloro-1-(2,4-dihydroxyphenyl)propan-1-one). Isolated yield 74.6%. RXN SMILES: [C:1]1([CH:8]=[CH:7][CH:6]=[C:4]([OH:5])[CH:3]=1)[OH:2].[Cl:9][CH2:10][CH2:11][C:12](O)=[O:13].FC(F)(F)S(O)(=O)=O.ClCCl>O>[Cl:9][CH2:10][CH2:11][C:12]([C:6]1[CH:7]=[CH:8][C:1]([OH:2])=[CH:3][C:4]=1[OH:5])=[O:13]. Procedure: To a stirred mixture of resorcinol (10 g, 91 mmol) and 3-chloropropanoic acid (9.95 g, 92 mmol) was added trifluoromethanesulfonic acid (50 g, 333 mmol) in one portion. The solution was warmed to 80° C. for 30 min, cooled to room temperature over 15 min, and poured into dichloromethane (200 mL). The resulting solution was slowly poured into water (200 mL), and the layers were separated. The aqueous layer was extracted with dichloromethane (2×100 mL), dried over anhydrous sodium sulfate, and filt... Conditions: time 20 hour. The reactants are C(C)OC(C(CC1=CC=C(C=C1)OCC1=CC=CC=C1)(C)OC1=CC=C(C=C1)C(F)(F)F)=O (4-Trifluoromethylphenoxy-3-(4-benzyloxyphenyl)-2-methyl-propionic acid ethyl ester). Solvent: C(C)(=O)OCC (ethyl acetate). Product: C(C)OC(C(CC1=CC=C(C=C1)O)(C)OC1=CC=C(C=C1)C(F)(F)F)=O (2-(4-Trifluoromethylphenoxy)-3-(4-hydroxyphenyl)-2-methyl-propionic acid ethyl ester). Reported procedure: 2-(4-Trifluoromethylphenoxy-3-(4-benzyloxyphenyl)-2-methyl-propionic acid ethyl ester (2.1 mmol) was dissolved in ethyl acetate (30 mL) and treated with 5% palladium on carbon (300 mg), and stirred under an atmosphere of hydrogen for 20 h. The suspension was filtered through celite and concentrated in vacuo to an oil. Reagents/catalysts: [Pd] (palladium on carbon). Reaction SMILES: [CH2:1]([O:3][C:4](=[O:33])[C:5]([O:22][C:23]1[CH:28]=[CH:27][C:26]([C:29]([F:32])([F:31])[F:30])=[CH:25][CH:24]=1)([CH3:21])[CH2:6][C:7]1[CH:12]=[CH:11][C:10]([O:13]CC2C=CC=CC=2)=[CH:9][CH:8]=1)[CH3:2]>C(OCC)(=O)C.[Pd]>[CH2:1]([O:3][C:4](=[O:33])[C:5]([O:22][C:23]1[CH:24]=[CH:25][C:26]([C:29]([F:31])([F:30])[F:32])=[CH:27][CH:28]=1)([CH3:21])[CH2:6][C:7]1[CH:8]=[CH:9][C:10]([OH:13])=[CH:11][CH:12]=1)[CH3:2]. Procedure: 0.015 mole (4 g) of 1-[bis(hydroxymethyl)-methyl]-6,7-dimethoxy-3,4-dihydroisoquinoline is dissolved in 40 ml of absolute ethanol. 0.02 mole (3.4 g) of benzyl bromide is added to the solution and the reaction mixture is refluxed for 4 hours, under stirring. After cooling the crystals separated out are filtered off and recrystallized from ethanol. The aimed compound is obtained with a melting point of 178° to 179° C. The reactants are OCC(C1=NCCC2=CC(=C(C=C12)OC)OC)CO (1-[bis(hydroxymethyl)-methyl]-6,7-dimethoxy-3,4-dihydroisoquinoline), C(C1=CC=CC=C1)Br (benzyl bromide). The solvent is C(C)O (ethanol). Yield: 59.0%. Reaction SMILES: [OH:1][CH2:2][CH:3]([CH2:18][OH:19])[C:4]1[C:13]2[C:8](=[CH:9][C:10]([O:16][CH3:17])=[C:11]([O:14][CH3:15])[CH:12]=2)[CH2:7][CH2:6][N:5]=1.[CH2:20]([Br:27])[C:21]1[CH:26]=[CH:25][CH:24]=[CH:23][CH:22]=1>C(O)C>[Br-:27].[OH:1][CH2:2][CH:3]([CH2:18][OH:19])[C:4]1[C:13]2[C:8](=[CH:9][C:10]([O:16][CH3:17])=[C:11]([O:14][CH3:15])[CH:12]=2)[CH2:7][CH2:6][N+:5]=1[CH2:20][C:21]1[CH:26]=[CH:25][CH:24]=[CH:23][CH:22]=1 |f:3.4|. Yields the product [Br-].OCC(C1=[N+](CCC2=CC(=C(C=C12)OC)OC)CC1=CC=CC=C1)CO (1-[bis(hydroxymethyl)-methyl]-2-benzyl-6,7-dimethoxy-3,4-dihydroisoquinolinium bromide). The reactants are [BH4-], CCOC(=O)N(Cc1cccc(C(F)(F)F)c1)c1c([N+](=O)[O-])cc(Br)cc1C(F)(F)F, O=C([O-])O, CO, Cl, [Na+], [Na+], Cl[Ni]Cl, O, O, O, O, O, O. Yields the product CCOC(=O)N(Cc1cccc(C(F)(F)F)c1)c1c(N)cc(Br)cc1C(F)(F)F. As a reaction SMILES: [BH4-:32].[Br:1][c:2]1[cH:3][c:4]([N+:29]([O-:30])=[O:31])[c:5]([N:12]([C:13]([O:14][CH2:15][CH3:16])=[O:17])[CH2:18][c:19]2[cH:20][c:21]([C:25]([F:26])([F:27])[F:28])[cH:22][cH:23][cH:24]2)[c:6]([C:8]([F:9])([F:10])[F:11])[cH:7]1.[C:35](=[O:36])([OH:37])[O-:38].[CH3:40][OH:41].[ClH:34].[Na+:33].[Na+:39].[Ni:48]([Cl:49])[Cl:50].[OH2:42].[OH2:43].[OH2:44].[OH2:45].[OH2:46].[OH2:47]>>[Br:1][c:2]1[cH:3][c:4]([NH2:29])[c:5]([N:12]([C:13]([O:14][CH2:15][CH3:16])=[O:17])[CH2:18][c:19]2[cH:20][c:21]([C:25]([F:26])([F:27])[F:28])[cH:22][cH:23][cH:24]2)[c:6]([C:8]([F:9])([F:10])[F:11])[cH:7]1. Starting materials: Cl.NO (hydroxylamine hydrochloride), [OH-].[K+] (potassium hydroxide), CC=1N(C(=CC1)C)C1=NN2C(CCCC2)=C1 (2-(2,5-dimethyl-1-pyrrolyl)-4,5,6,7-tetrahydropyrazolo[1,5-a]pyridine). Run in C(C)O (ethanol), C(C)O (ethanol), O (water). Reaction conditions: time 15 minute. Yields the product NC1=NN2C(CCCC2)=C1 (2-Amino-4,5,6,7-tetrahydropyrazolo[1,5-a]pyridine). As a reaction SMILES: [OH-].[K+].Cl.NO.CC1[N:8]([C:13]2[CH:21]=[C:16]3[CH2:17][CH2:18][CH2:19][CH2:20][N:15]3[N:14]=2)C(C)=CC=1>O.C(O)C>[NH2:8][C:13]1[CH:21]=[C:16]2[CH2:17][CH2:18][CH2:19][CH2:20][N:15]2[N:14]=1 |f:0.1,2.3|. Reported procedure: 8.19 g (146 mmole) potassium hydroxide, dissolved in 122 ml water and 122 ml ethanol, was added to 19.19 g (292 mmole) hydroxylamine hydrochloride in 200 ml ethanol. The mixture was stirred for 15 minutes, 12.5 g (58 mmole) 2-(2,5-dimethyl-1-pyrrolyl)-4,5,6,7-tetrahydropyrazolo[1,5-a]pyridine added and heated for 30 hours under reflux. After removal of the ethanol the mixture was treated with ethyl acetate, filtered from solid material and the aqueous phase saturated with sodium chloride and ext... The reactants are ClCCl (dichloromethane), IC1=CC(=NC=C1)C(C#N)(C)C (2-(4-iodo-2-pyridyl)-2-methyl-propanenitrile), C(C)(=O)[O-].[K+] (potassium acetate), NC=1C(=NC(=CN1)Br)C(=O)NN (3-amino-6-bromo-pyrazine-2-carbohydrazide), PdCl2(PCy3)2, CC1(OB(OC1(C)C)B1OC(C(O1)(C)C)(C)C)C (4,4,5,5-tetramethyl-2-(4,4,5,5-tetramethyl-1,3,2-dioxaborolan-2-yl)-1,3,2-dioxaborolane), C([O-])([O-])=O.[K+].[K+] (potassium carbonate). The reagents and catalysts are C1=CC=C(C=C1)P([C-]2C=CC=C2)C3=CC=CC=C3.C1=CC=C(C=C1)P([C-]2C=CC=C2)C3=CC=CC=C3.Cl[Pd]Cl.[Fe+2] (PdCl2(dppf)). Solvent: O (water), O1CCOCC1 (1,4-dioxane). Run at temperature 110 celsius. The product is NC=1C(=NC(=CN1)C1=CC(=NC=C1)C(C)(C)C#N)C(=O)NN (3-amino-6-[2-(1-cyano-1-methyl-ethyl)-4-pyridyl]pyrazine-2-carbohydrazide). Isolated yield 58.9%. RXN SMILES: I[C:2]1[CH:7]=[CH:6][N:5]=[C:4]([C:8]([CH3:12])([CH3:11])[C:9]#[N:10])[CH:3]=1.CC1(C)C(C)(C)OB(B2OC(C)(C)C(C)(C)O2)O1.C([O-])(=O)C.[K+].[NH2:36][C:37]1[C:38]([C:44]([NH:46][NH2:47])=[O:45])=[N:39][C:40](Br)=[CH:41][N:42]=1.C(=O)([O-])[O-].[K+].[K+].ClCCl>O1CCOCC1.C1C=CC(P(C2C=CC=CC=2)[C-]2C=CC=C2)=CC=1.C1C=CC(P(C2C=CC=CC=2)[C-]2C=CC=C2)=CC=1.Cl[Pd]Cl.[Fe+2].O>[NH2:36][C:37]1[C:38]([C:44]([NH:46][NH2:47])=[O:45])=[N:39][C:40]([C:2]2[CH:7]=[CH:6][N:5]=[C:4]([C:8]([C:9]#[N:10])([CH3:12])[CH3:11])[CH:3]=2)=[CH:41][N:42]=1 |f:2.3,5.6.7,10.11.12.13|. Procedure: 2-(4-iodo-2-pyridyl)-2-methyl-propanenitrile (100 mg, 0.3675 mmol), PdCl2(PCy3)2 (20.87 mg, 0.02827 mmol), 4,4,5,5-tetramethyl-2-(4,4,5,5-tetramethyl-1,3,2-dioxaborolan-2-yl)-1,3,2-dioxaborolane (96.90 mg, 0.3816 mmol), potassium acetate (83.23 mg, 0.8481 mmol) in 1,4-dioxane (1.615 mL). The reaction mixture was degassed with 5× vacuum/nitrogen cycles then heated at 110° C. for 4 hours. 3-amino-6-bromo-pyrazine-2-carbohydrazide (65.60 mg, 0.2827 mmol), potassium carbonate (136.7 mg, 0.9894 mmol)... Reaction SMILES: C([N:10]=[C:11]=[O:12])CCCCCN=C=O.[CH:13]1C=C(CN=C=O)C=C(CN=C=O)[CH:14]=1.[C:27]([O-:40])(=[O:39])[CH2:28][CH2:29]CCCCCCCCC.C([Sn+2]CCCC)CCC.C([O-])(=[O:62])CCCCCCCCCCC.COC1C=CC(O)=CC=1>C1(C)C=CC=CC=1>[C:27]([OH:40])(=[O:39])[CH:28]=[CH2:29].[NH2:10][C:11]([O:12][CH2:13][CH3:14])=[O:62] |f:2.3.4,7.8|. Run in C1(=CC=CC=C1)C (toluene), C1(=CC=CC=C1)C (toluene). Starting materials: C1=CC(=CC(=C1)CN=C=O)CN=C=O (TAKENATE), C(CCCCCCCCCCCCCCCCC)(=O)O.O(CC[*:2])[*:1] (polyoxyethylene monostearate), C(CCCCCN=C=O)N=C=O (hexamethylene diisocyanate), C(CCCCCCCCCCCCCCCCC)(=O)O.O(CC[*:2])[*:1] (polyoxyethylene monostearate), polycaprolactone, C(CCCCCCCCCCC)(=O)[O-].C(CCC)[Sn+2]CCCC.C(CCCCCCCCCCC)(=O)[O-] (dibutyltin laurate), COC1=CC=C(O)C=C1 (hydroquinone monomethyl ether), isocyanurate, C(CCCCCCCCCCC)(=O)[O-].C(CCC)[Sn+2]CCCC.C(CCCCCCCCCCC)(=O)[O-] (dibutyltin laurate). Yields the product C(C=C)(=O)O.NC(=O)OCC (urethane acrylate). Reported procedure: Into a flask similar to the flask in Synthesis Example 1 were charged 62.0 parts of toluene and 6.0 parts of a polyoxyethylene monostearate (“NONION S-2”, a trade name of NOF Corporation), followed by stirring of the mixture. After the confirmation of thorough dissolution of the polyoxyethylene monostearate, 50 parts of hexamethylene diisocyanate subjected to isocyanurate modification (TAKENATE D-170N) were charged and the mixture was heated to 70° C. After 30 minutes of the reaction at the same... Reaction conditions: temperature 70 celsius.